This data is from the Open Reaction Database (ORD), a public repository of structured organic reaction records. The task is: describe an organic reaction: reactants, conditions, products, and yield The reactants are COC(CNC(=O)OCC1=CC=CC=C1)=O (Cbz glycine methyl ester), C(\C=C\CCCCCCCCCCC)(=O)Cl ((E)-tetradec-2-enoyl chloride), C[Si](C)(C)[N-][Si](C)(C)C.[Li+] (lithium bis(trimethylsilyl)amide). The solvent is C1CCOC1 (THF), C1CCOC1 (THF), C1CCOC1 (THF). Conditions: temperature -70 celsius. Product: C(C1=CC=CC=C1)OC(=O)N(C(\C=C\CCCCCCCCCCC)=O)CC(=O)OC ((E)-methyl 2-(N-((benzyloxy)carbonyl)tetradec-2-enamido)acetate). Isolated yield 66.2%. RXN SMILES: C[Si]([N-][Si](C)(C)C)(C)C.[Li+].[CH3:11][O:12][C:13](=[O:26])[CH2:14][NH:15][C:16]([O:18][CH2:19][C:20]1[CH:25]=[CH:24][CH:23]=[CH:22][CH:21]=1)=[O:17].[C:27](Cl)(=[O:41])/[CH:28]=[CH:29]/[CH2:30][CH2:31][CH2:32][CH2:33][CH2:34][CH2:35][CH2:36][CH2:37][CH2:38][CH2:39][CH3:40]>C1COCC1>[CH2:19]([O:18][C:16]([N:15]([CH2:14][C:13]([O:12][CH3:11])=[O:26])[C:27](=[O:41])/[CH:28]=[CH:29]/[CH2:30][CH2:31][CH2:32][CH2:33][CH2:34][CH2:35][CH2:36][CH2:37][CH2:38][CH2:39][CH3:40])=[O:17])[C:20]1[CH:25]=[CH:24][CH:23]=[CH:22][CH:21]=1 |f:0.1|. Reported procedure: A solution of lithium bis(trimethylsilyl)amide (44.8 ml, 1M solution) in anhydrous THF (50 ml) was cooled to −70° C. under argon in a dry flask with stirring. To the solution was added Cbz glycine methyl ester (10.0 g) in THF (20 mL) dropwise while maintaining the reaction temperature at −70° C. After 30 min stirring at −70° C., a solution of the (E)-tetradec-2-enoyl chloride (12.1 g) in THF (10 mL) was added slowly at −70° C. The reaction mixture was stirred at −70° C. for 1 hr and then allowed... Reactants: C(C)(C)(C)OC(=O)N1[C@H](C(=O)O)CCC1 (1-(tert-butoxycarbonyl)-L-proline), Cl.CN(CCCN=C=NCC)C (1-(3-dimethylaminopropyl)-3-ethylcarbodiimide hydrochloride), Cl.CNC (dimethylamine hydrochloride), C(Cl)Cl (methylene chloride). The reagents and catalysts are CN(C1=CC=NC=C1)C (4-dimethylaminopyridine). Solvent: O (water). Conditions: time 4 hour. Product: C(C)(C)(C)OC(=O)N1[C@H](C(=O)N(C)C)CCC1 (1-(tert-butoxycarbonyl)-N,N-dimethyl-L-prolinamide). Isolated yield 92.5%. As a reaction SMILES: [C:1]([O:5][C:6]([N:8]1[CH2:15][CH2:14][CH2:13][C@H:9]1[C:10](O)=[O:11])=[O:7])([CH3:4])([CH3:3])[CH3:2].Cl.[CH3:17][N:18](C)[CH2:19]CCN=C=NCC.Cl.CNC.C(Cl)Cl>CN(C)C1C=CN=CC=1.O>[C:1]([O:5][C:6]([N:8]1[CH2:15][CH2:14][CH2:13][C@H:9]1[C:10]([N:18]([CH3:19])[CH3:17])=[O:11])=[O:7])([CH3:4])([CH3:3])[CH3:2] |f:1.2,3.4|. Procedure details: A mixture of 1-(tert-butoxycarbonyl)-L-proline (10.75 g), 1-(3-dimethylaminopropyl)-3-ethylcarbodiimide hydrochloride (10.6 g), dimethylamine hydrochloride (5.33 g), 4-dimethylaminopyridine (6.1 g) and methylene chloride (200 ml) was stirred at ambient temperature for 4 hours. The mixture was poured into water. The organic layer was separated, washed in turn with a 1N aqueous potassium hydrogen sulphate solution, with a 5% aqueous sodium bicarbonate solution and brine, dried over magnesium sulph... Reaction conditions: temperature 4 celsius, time 1 hour. Procedure: A one liter three-neck flask fitted with mechanical stirrer, thermometer, nitrogen inlet and addition funnel was charged with water (200 mL), tetrabutylammonium chloride (1.0 g) and 98% sodium borohydride (4.83 g, 0.125 mole). The solution was purged with nitrogen, then stirred and cooled to 4° C. in an ice bath. Crude methyl α-formylphenylacetate (90.6 g, 0.5 mole), prepared according to Example 9, was charged to the addition funnel, and rinsed in with t-butyl methyl ether (25 mL), and added to... As a reaction SMILES: [BH4-].[Na+].[CH:3]([CH:5]([C:10]1[CH:15]=[CH:14][CH:13]=[CH:12][CH:11]=1)[C:6](OC)=[O:7])=[O:4]>[Cl-].C([N+](CCCC)(CCCC)CCCC)CCC.O>[C:10]1([CH:5]([CH2:3][OH:4])[CH2:6][OH:7])[CH:15]=[CH:14][CH:13]=[CH:12][CH:11]=1 |f:0.1,3.4|. Yield: 70.0%. Starting materials: [BH4-].[Na+] (sodium borohydride), C(=O)C(C(=O)OC)C1=CC=CC=C1 (methyl α-formylphenylacetate). The product is C1(=CC=CC=C1)C(CO)CO (2-phenyl-1,3-propanediol). The solvent is O (water). Reagents/catalysts: [Cl-].C(CCC)[N+](CCCC)(CCCC)CCCC (tetrabutylammonium chloride). Reported procedure: A solution of 3.0 g (0.017 mol) of 3-(2-furanyl)benzaldehyde and 0.66 g (0.017 mol) of sodium borohydride in 30 mL of ethanol was stirred at ambient temperature for 18 hours. The reaction mixture was concentrated under reduced pressure to give a residual oil. The oil was dissolved in a mixture of methylene chloride and water, and was saturated with solid sodium chloride, then extracted with three portions of 100 mL each of methylene chloride. The combined extracts were dried with magnesium sulfa... The product is O1C(=CC=C1)C=1C=C(C=CC1)CO (3-(2-furanyl)-phenylmethanol). The yield is 101.3%. Reactants: O1C(=CC=C1)C=1C=C(C=O)C=CC1 (3-(2-furanyl)benzaldehyde), [BH4-].[Na+] (sodium borohydride), [Cl-].[Na+] (sodium chloride). The solvent is C(Cl)Cl (methylene chloride), O (water), C(C)O (ethanol). Reaction SMILES: [O:1]1[CH:5]=[CH:4][CH:3]=[C:2]1[C:6]1[CH:7]=[C:8]([CH:11]=[CH:12][CH:13]=1)[CH:9]=[O:10].[BH4-].[Na+].[Cl-].[Na+]>C(O)C.C(Cl)Cl.O>[O:1]1[CH:5]=[CH:4][CH:3]=[C:2]1[C:6]1[CH:7]=[C:8]([CH2:9][OH:10])[CH:11]=[CH:12][CH:13]=1 |f:1.2,3.4|. The reactants are FC(C(=O)N1CCC2=C(C(C1)C)C=CC(=C2)C=2N(N=CC2)C)(F)F (N-trifluoroacetyl-7-(2-Methyl-2H-pyrazol-3-yl)-1-methyl-2,3,4,5-tetrahydro-1H-3-benzazepine), [OH-].[Na+] (NaOH). Solvent: CO (methanol). Conditions: time 8 hour. Yields the product CN1N=CC=C1C1=CC2=C(C(CNCC2)C)C=C1 (7-(2-Methyl-2H-pyrazol-3-yl)-1-methyl-2,3,4,5-tetrahydro-1H-3-benzazepine). Yield: 88.8%. RXN SMILES: FC(F)(F)C([N:5]1[CH2:11][CH:10]([CH3:12])[C:9]2[CH:13]=[CH:14][C:15]([C:17]3[N:18]([CH3:22])[N:19]=[CH:20][CH:21]=3)=[CH:16][C:8]=2[CH2:7][CH2:6]1)=O.[OH-].[Na+]>CO>[CH3:22][N:18]1[C:17]([C:15]2[CH:14]=[CH:13][C:9]3[CH:10]([CH3:12])[CH2:11][NH:5][CH2:6][CH2:7][C:8]=3[CH:16]=2)=[CH:21][CH:20]=[N:19]1 |f:1.2|. Procedure details: A solution of N-trifluoroacetyl-7-(2-Methyl-2H-pyrazol-3-yl)-1-methyl-2,3,4,5-tetrahydro-1H-3-benzazepine (48 mg, 0.14 mmol) in methanol (2 mL) was treated with 15% aqueous NaOH (2 mL), and the solution stirred overnight at 20 C. The product mixture was concentrated, extracted 3 times with CH2Cl2 (5 mL), dried with Na2SO4 and the solvent evaporated. Flash chromatography (0-15% MeOH in CH2Cl2, silica) resulted in 30 mg of a clear oil. 1H NMR (400 MHz, CDCl3) d 7.48 (s, 1 H), 7.21 (m, 2 H), 7.13 (... The reactants are aldehyde, [BH4-].[Na+] (sodium borohydride), C(CCC)[Li] (butyl lithium), C(C)(C)OC(=O)N1C2=C(C(CCC1)N(CC1=CC(=CC(=C1)C(F)(F)F)C(F)(F)F)C(C)=O)C=CC(=C2)Br (isopropyl-5-[acetyl-(3,5-bistrifluoromethylbenzyl)amino]-8-bromo-2,3,4,5-tetrahydrobenzo[b]azepine-1-carboxylate), CN(C=O)C (N,N-dimethylformamide). Procedure details: Add butyl lithium (0.157 mL, 0.252 mmol, 1.6 M in hexanes) dropwise to a solution of isopropyl-5-[acetyl-(3,5-bistrifluoromethylbenzyl)amino]-8-bromo-2,3,4,5-tetrahydrobenzo[b]azepine-1-carboxylate (0.100 g, 0.168 mmol) in tetrahydrofuran (2 mL) under nitrogen at −78° C. and stir for 1 h. Add N,N-dimethylformamide (0.052 mL, 0.672 mmol) dropwise to the cold solution and stir for 40 min at −78° C. then warm to room temperature. Quench the reaction with saturated aqueous ammonium chloride (10 mL) ... The product is C(C)(=O)N(C1C2=C(N(CCC1)C(=O)OC(C)C)C=C(C=C2)CO)CC2=CC(=CC(=C2)C(F)(F)F)C(F)(F)F ((+/−)-Isopropyl 5-[acetyl-(3,5-bistrifluoromethylbenzyl)amino]-8-hydroxymethyl-2,3,4,5-tetrahydrobenzo[b]azepine-1-carboxylate). The solvent is CO (methanol), C(C)(=O)OCC (ethyl acetate), O1CCCC1 (tetrahydrofuran), C(C)(=O)OCC (ethyl acetate). As a reaction SMILES: C([Li])CCC.[CH:6]([O:9][C:10]([N:12]1[CH2:18][CH2:17][CH2:16][CH:15]([N:19]([C:35](=[O:37])[CH3:36])[CH2:20][C:21]2[CH:26]=[C:25]([C:27]([F:30])([F:29])[F:28])[CH:24]=[C:23]([C:31]([F:34])([F:33])[F:32])[CH:22]=2)[C:14]2[CH:38]=[CH:39][C:40](Br)=[CH:41][C:13]1=2)=[O:11])([CH3:8])[CH3:7].CN(C)[CH:45]=[O:46].[BH4-].[Na+]>O1CCCC1.C(OCC)(=O)C.CO>[C:35]([N:19]([CH2:20][C:21]1[CH:26]=[C:25]([C:27]([F:30])([F:29])[F:28])[CH:24]=[C:23]([C:31]([F:34])([F:33])[F:32])[CH:22]=1)[CH:15]1[CH2:16][CH2:17][CH2:18][N:12]([C:10]([O:9][CH:6]([CH3:8])[CH3:7])=[O:11])[C:13]2[CH:41]=[C:40]([CH2:45][OH:46])[CH:39]=[CH:38][C:14]1=2)(=[O:37])[CH3:36] |f:3.4|. Isolated yield 8.7%. Run at time 1 hour. The reactants are FC1=C(C(=CC=C1)O)O (3-fluorobenzene-1,2-diol), C([O-])([O-])=O.[K+].[K+] (potassium carbonate), IC (iodomethane). The solvent is CN(C=O)C (N,N-Dimethylformamide), C(C)(=O)OCC (ethyl acetate). Run at time 48 hour. Product: FC1=C(C(=CC=C1)OC)OC (1-fluoro-2,3-dimethoxybenzene). Yield: 84.3%. Reaction SMILES: [F:1][C:2]1[CH:7]=[CH:6][CH:5]=[C:4]([OH:8])[C:3]=1O.[C:10](=[O:13])([O-])[O-].[K+].[K+].I[CH3:17]>CN(C)C=O.C(OCC)(=O)C>[F:1][C:2]1[CH:7]=[CH:6][CH:5]=[C:4]([O:8][CH3:17])[C:3]=1[O:13][CH3:10] |f:1.2.3|. Procedure details: A mixture of 3-fluorobenzene-1,2-diol (145 g, 1132 mmol), potassium carbonate (313 g, 2264 mmol) and iodomethane (177 mL, 2830 mmol) in N,N-Dimethylformamide (DMF) (300 mL) was stirred at RT for 48 h. LCMS showed the complete consuption of starting material. The mixture was diluted with ethyl acetate (EA), filtered, washed with water, dried and evaporated in vacuo. The crude material was purified by normal phase automatic silica gel column chromatography (Combiflash RF, 220 g column), eluting wi...